This data is from the Open Reaction Database (ORD), a public repository of structured organic reaction records. The task is: describe an organic reaction: reactants, conditions, products, and yield The product is COCN(c1cc(C)cnc1C(=O)c1cc([N+](=O)[O-])ccc1Cl)S(=O)(=O)c1ccc(Cl)c(C(F)(F)F)c1. The reactants are COCN(c1cc(C)cnc1C(O)c1cc([N+](=O)[O-])ccc1Cl)S(=O)(=O)c1ccc(Cl)c(C(F)(F)F)c1, ClCCl, [Na+], [Na+], [Na+], O=S([O-])([O-])=S, O=C([O-])O. As a reaction SMILES: [Cl:1][c:2]1[c:3]([C:34]([F:35])([F:36])[F:37])[cH:4][c:5]([S:8](=[O:9])(=[O:10])[N:11]([CH2:12][O:13][CH3:14])[c:15]2[c:16]([CH:22]([OH:23])[c:24]3[c:25]([Cl:33])[cH:26][cH:27][c:28]([N+:30](=[O:31])[O-:32])[cH:29]3)[n:17][cH:18][c:19]([CH3:21])[cH:20]2)[cH:6][cH:7]1.[Cl:50][CH2:51][Cl:52].[Na+:38].[Na+:39].[Na+:49].[O-:40][S:41]([O-:42])(=[S:43])=[O:44].[O-:45][C:46]([OH:47])=[O:48]>>[Cl:1][c:2]1[c:3]([C:34]([F:35])([F:36])[F:37])[cH:4][c:5]([S:8](=[O:9])(=[O:10])[N:11]([CH2:12][O:13][CH3:14])[c:15]2[c:16]([C:22](=[O:23])[c:24]3[c:25]([Cl:33])[cH:26][cH:27][c:28]([N+:30](=[O:31])[O-:32])[cH:29]3)[n:17][cH:18][c:19]([CH3:21])[cH:20]2)[cH:6][cH:7]1. The reactants are NCCCS(=O)(=O)N(NC([C@H](CC(C)C)[C@H](C\C=C\C1=CC=CC=C1)C(NOCC1=CC=CC=C1)=O)=O)CC(C)C ((E)-2′-(3-aminopropanesulphonyl)-2(R)-[1(S)-(benzyloxycarbamoyl)-4-phenyl-3-butenyl]-2′-isobutyl-4-methylvalerohydrazide), [H][H] (hydrogen). Reagents/catalysts: [Pd] (palladium-on-charcoal). Solvent: CO (methanol). Yields the product NCCCS(=O)(=O)N(NC([C@H](CC(C)C)[C@H](CCCC1=CC=CC=C1)C(NO)=O)=O)CC(C)C (2′-(3-aminopropanesulphonyl)-2(R)-[1(S)-(hydroxycarbamoyl)-4-phenylbutyl]-2′-isobutyl-4-methylvalerohydrazide). Yield: 69.0%. RXN SMILES: [NH2:1][CH2:2][CH2:3][CH2:4][S:5]([N:8]([CH2:38][CH:39]([CH3:41])[CH3:40])[NH:9][C:10](=[O:37])[C@@H:11]([C@@H:16]([C:26](=[O:36])[NH:27][O:28]CC1C=CC=CC=1)[CH2:17]/[CH:18]=[CH:19]/[C:20]1[CH:25]=[CH:24][CH:23]=[CH:22][CH:21]=1)[CH2:12][CH:13]([CH3:15])[CH3:14])(=[O:7])=[O:6].[H][H]>CO.[Pd]>[NH2:1][CH2:2][CH2:3][CH2:4][S:5]([N:8]([CH2:38][CH:39]([CH3:41])[CH3:40])[NH:9][C:10](=[O:37])[C@@H:11]([C@@H:16]([C:26](=[O:36])[NH:27][OH:28])[CH2:17][CH2:18][CH2:19][C:20]1[CH:21]=[CH:22][CH:23]=[CH:24][CH:25]=1)[CH2:12][CH:13]([CH3:14])[CH3:15])(=[O:7])=[O:6]. Reported procedure: A solution of 0.15 g of (E)-2′-(3-aminopropanesulphonyl)-2(R)-[1(S)-(benzyloxycarbamoyl)-4-phenyl-3-butenyl]-2′-isobutyl-4-methylvalerohydrazide in 5 ml of methanol was hydrogenated in the presence of 60 mg of 10% palladium-on-charcoal until uptake of hydrogen was complete. The catalyst was removed by filtration and the solvent was evaporated. The residue was triturated with diethyl ether and there was obtained 0.088 g of 2′-(3-aminopropanesulphonyl)-2(R)-[1(S)-(hydroxycarbamoyl)-4-phenylbutyl]-... Reaction SMILES: Br[C:2]1[S:3][CH:4]=[C:5]([CH3:7])[N:6]=1.C([Li])CCC.Cl[C:14]1[CH:19]=[C:18]([F:20])[CH:17]=[CH:16][N:15]=1.CCOC(C)=O>C1COCC1.CCOCC.[Cl-].[Zn+2].[Cl-].C1C=CC(P(C2C=CC=CC=2)[C-]2C=CC=C2)=CC=1.C1C=CC(P(C2C=CC=CC=2)[C-]2C=CC=C2)=CC=1.Cl[Pd]Cl.[Fe+2]>[F:20][C:18]1[CH:17]=[CH:16][N:15]=[C:14]([C:2]2[S:3][CH:4]=[C:5]([CH3:7])[N:6]=2)[CH:19]=1 |f:6.7.8,9.10.11.12|. Procedure details: To a dry 10 mL Schlenk flask equipped with a stir bar and placed under N2 atmosphere was added 2-bromo-4-methylthiazole (244 mg, 1.37 mmol) in THF (5 mL). The flask was cooled to −78° C. To the solution was added n-butyllithium in hexanes (0.55 mL, 1.37 mmol). The solution was stirred for 5 minutes. To the solution was added zinc(II) chloride in THF (2.74 mL, 1.37 mmol). A thick ppt. immediately formed which hindered stirring. The flask was immediately transfered to a r.t. water bath and the sol... The solvent is C1CCOC1 (THF), C1CCOC1 (THF), CCOCC (Et2O). The product is FC1=CC(=NC=C1)C=1SC=C(N1)C (2-(4-fluoropyridin-2-yl)-4-methylthiazole). Starting materials: ClC1=NC=CC(=C1)F (2-chloro-4-fluoropyridine), BrC=1SC=C(N1)C (2-bromo-4-methylthiazole), C(CCC)[Li] (n-butyllithium), hexanes, CCOC(=O)C (EtOAc). Yield: 24.4%. Reagents/catalysts: C1=CC=C(C=C1)P([C-]2C=CC=C2)C3=CC=CC=C3.C1=CC=C(C=C1)P([C-]2C=CC=C2)C3=CC=CC=C3.Cl[Pd]Cl.[Fe+2] (Pd(dppf)Cl2), [Cl-].[Zn+2].[Cl-] (zinc(II) chloride). Reaction conditions: temperature -78 celsius, time 5 minute.